From a dataset of the Open Reaction Database (ORD), a public repository of structured organic reaction records. describe an organic reaction: reactants, conditions, products, and yield Starting materials: OO (Hydrogen peroxide), [OH-].[Na+] (NaOH), [Si](C)(C)(C(C)(C)C)O[C@H]1C=CC(C1)=O ((R)-4-(tert-Butyldimethylsilanyloxy)cyclopent-2-enone). Run in CO (MeOH). Reaction conditions: temperature 0 celsius, time 1.5 hour. Product: [Si](C)(C)(C(C)(C)C)OC1CC([C@@H]2OC12)=O ((R)-4-(tert-Butyldimethylsilanyloxy)-6-oxabicyclo[3.1.0]hexan-2-one). As a reaction SMILES: [OH:1]O.[OH-].[Na+].[Si:5]([O:12][C@@H:13]1[CH2:17][C:16](=[O:18])[CH:15]=[CH:14]1)([C:8]([CH3:11])([CH3:10])[CH3:9])([CH3:7])[CH3:6]>CO>[Si:5]([O:12][CH:13]1[CH:17]2[C@@H:16]([O:18]2)[C:15](=[O:1])[CH2:14]1)([C:8]([CH3:11])([CH3:10])[CH3:9])([CH3:7])[CH3:6] |f:1.2|. Procedure details: Hydrogen peroxide (4.5 mL, 46.3 mmol, 30% wt. % solution in water) and 1N NaOH (46 μL, 0.046 mmol) were added to a solution of enone 2 (2.5 g, 11.5 mmol) in MeOH (30 mL) at 0° C. After stirring 1.5 h at 0° C. the mixture was concentrated in vacuo, washed with saturated aqueous NH4Cl and extracted with CH2Cl2 (3×). The combined organics were washed with brine, dried (Na2SO4), filtered and concentrated in vacuo to afford the above titled compound. RXN SMILES: [C:1]1([OH:7])[CH:6]=[CH:5][CH:4]=[CH:3][CH:2]=1.[C:8](O)(=[O:10])[CH3:9]>>[CH3:9][C:8]([C:4]1[CH:3]=[CH:2][C:1]([OH:7])=[CH:6][CH:5]=1)=[O:10]. Procedure details: The same type of reaction is disclosed in U.S. Pat. Nos. 4,560,789 and 4,568,763 in which phenol is reacted with acetic acid in HF to form 4-hydroxyacetophenone. Product: CC(=O)C=1C=CC(=CC1)O (4-hydroxyacetophenone). Reactants: C1(=CC=CC=C1)O (phenol), C(C)(=O)O (acetic acid). Reactants: BrBr (bromine), CN1N(C(C(C1=O)C1=C(C=CC=C1)Cl)=O)C (1,2-dimethyl-4-(2-chlorophenyl)pyrazolidine-3,5-dione). Solvent: C(Cl)(Cl)Cl (chloroform), C(Cl)(Cl)Cl (chloroform). Reaction conditions: time 30 minute. Product: BrC1(C(N(N(C1=O)C)C)=O)C1=C(C=CC=C1)Cl (4-bromo-4-(2-chlorophenyl)-1,2-dimethylpyrazoline-3,5-dione). Isolated yield 75.0%. As a reaction SMILES: [Br:1]Br.[CH3:3][N:4]1[C:8](=[O:9])[CH:7]([C:10]2[CH:15]=[CH:14][CH:13]=[CH:12][C:11]=2[Cl:16])[C:6](=[O:17])[N:5]1[CH3:18]>C(Cl)(Cl)Cl>[Br:1][C:7]1([C:10]2[CH:15]=[CH:14][CH:13]=[CH:12][C:11]=2[Cl:16])[C:8](=[O:9])[N:4]([CH3:3])[N:5]([CH3:18])[C:6]1=[O:17]. Procedure: A chloroform solution (5 ml) of 0.33 g (2.1 mmols) of bromine was added dropwise to a solution of 0.50 g (2.1 mmols) of 1,2-dimethyl-4-(2-chlorophenyl)pyrazolidine-3,5-dione in 10 ml of chloroform with ice cooling. The obtained mixture was stirred with ice cooling for 30 minutes. The reaction mixture was washed successively with water, an aqueous solution of saturated sodium hydrogencarbonate and a saturated solution of sodium chloride and was dried over anhydrous magnesium sulfate. The solvent ... The reactants are CC=1C=CC(=NC1)[Mg]Br (5-methyl-2-pyridinylmagnesium bromide), C1CCOC1 (THF), CN(C)C=O (DMF). Run at time 10 minute. The product is CC=1C=CC(=NC1)C=O (5-Methyl-pyridine-2-carbaldehyde). Isolated yield 62.6%. Reaction SMILES: [CH3:1][C:2]1[CH:3]=[CH:4][C:5]([Mg]Br)=[N:6][CH:7]=1.C1C[O:13][CH2:12]C1.CN(C=O)C>>[CH3:1][C:2]1[CH:3]=[CH:4][C:5]([CH:12]=[O:13])=[N:6][CH:7]=1. Reported procedure: To the 0.25 M 5-methyl-2-pyridinylmagnesium bromide of THF solution (20 mL, 5 mmol), DMF (0.773 mL, 10 mmol) was added at room temperature under argon. The reaction mixture was stirred for 10 min. and concentrated in vacuo. The residue was quenched with saturated ammonium chloride and dichloromethane. The organic layer was dried and the product was purified by silica gel column chromatography with 20% ethyl acetate in hexanes to give 379 mg (62.6%) of the title compound. GC-MS (M+): 121. RXN SMILES: [CH:1]1([N:4]([CH2:18][C:19]2[O:23][CH:22]=[C:21]([C:24](O)=[O:25])[CH:20]=2)[S:5]([C:8]2[C:13]([CH3:14])=[CH:12][C:11]([O:15][CH3:16])=[CH:10][C:9]=2[CH3:17])(=[O:7])=[O:6])[CH2:3][CH2:2]1.[CH3:27][N:28]1[CH2:33][CH2:32][CH:31]([CH2:34][N:35]2[CH2:40][CH2:39][NH:38][CH2:37][CH2:36]2)[CH2:30][CH2:29]1.CC(C)N=C=NC(C)C.C1C=C2N=NN(O)C2=CC=1.O>C(Cl)Cl>[CH:1]1([N:4]([CH2:18][C:19]2[O:23][CH:22]=[C:21]([C:24]([N:38]3[CH2:37][CH2:36][N:35]([CH2:34][CH:31]4[CH2:32][CH2:33][N:28]([CH3:27])[CH2:29][CH2:30]4)[CH2:40][CH2:39]3)=[O:25])[CH:20]=2)[S:5]([C:8]2[C:9]([CH3:17])=[CH:10][C:11]([O:15][CH3:16])=[CH:12][C:13]=2[CH3:14])(=[O:6])=[O:7])[CH2:2][CH2:3]1 |f:3.4|. Product: C1(CC1)N(S(=O)(=O)C1=C(C=C(C=C1C)OC)C)CC=1OC=C(C1)C(=O)N1CCN(CC1)CC1CCN(CC1)C (N-Cyclopropyl-4-methoxy-2,6-dimethyl-N-{[4-({4-[(1-methylpiperidin-4-yl)methyl]piperazin-1-yl}carbonyl)furan-2-yl]methyl}benzenesulfonamide). Reported procedure: The title compound was prepared according to general procedure AM using 5-({cyclopropyl[(4-methoxy-2,6 dimethylphenyl)sulfonyl]amino}methyl)furan-3-carboxylic acid (126 mg, 0.33 mmol), 1-[(1-methylpiperidin-4-yl)methyl]piperazine (59 mg, 0.30 mmol), DIC (79 μL, 0.5 mmol) and HOBt monohydrate (76 mg, 0.5 mmol) in DCM (2.5 mL). The crude product was purified by FCC eluting with 95:5 DCM:7N NH3 in MeOH. Starting materials: C1(CC1)N(S(=O)(=O)C1=C(C=C(C=C1C)OC)C)CC1=CC(=CO1)C(=O)O (5-({cyclopropyl[(4-methoxy-2,6 dimethylphenyl)sulfonyl]amino}methyl)furan-3-carboxylic acid), C1=CC=C2C(=C1)N=NN2O.O (HOBt monohydrate), CN1CCC(CC1)CN1CCNCC1 (1-[(1-methylpiperidin-4-yl)methyl]piperazine), CC(N=C=NC(C)C)C (DIC). Run in C(Cl)Cl (DCM).